This data is from the Open Reaction Database (ORD), a public repository of structured organic reaction records. The task is: describe an organic reaction: reactants, conditions, products, and yield Starting materials: C(C)OC(=O)C1=NNC=2CCCCC2C1=O (4-oxo-1,4,5,6,7,8-hexahydrocinnoline-3-carboxylic acid ethyl ester), [Cl-].[Li+] (lithium chloride), N1=CC=CC=C1 (pyridine), C1(=CC=C(C=C1)S(=O)(=O)Cl)C (p-toluenesulphonyl chloride). Solvent: ClCCl (dichloromethane). Yields the product C(C)OC(=O)C=1N=NC=2CCCCC2C1Cl (4-Chloro-5,6,7,8-tetrahydrocinnoline-3-carboxylic acid ethyl ester). Isolated yield 60.6%. RXN SMILES: [CH2:1]([O:3][C:4]([C:6]1[C:15](=O)[C:14]2[CH2:13][CH2:12][CH2:11][CH2:10][C:9]=2[NH:8][N:7]=1)=[O:5])[CH3:2].[Cl-].[Li+].N1C=CC=CC=1.C1(C)C=CC(S([Cl:34])(=O)=O)=CC=1>ClCCl>[CH2:1]([O:3][C:4]([C:6]1[N:7]=[N:8][C:9]2[CH2:10][CH2:11][CH2:12][CH2:13][C:14]=2[C:15]=1[Cl:34])=[O:5])[CH3:2] |f:1.2|. Reported procedure: To a slurry of 4-oxo-1,4,5,6,7,8-hexahydrocinnoline-3-carboxylic acid ethyl ester (1 g), lithium chloride (0.19 g) and pyridine (0.36 ml) in dichloromethane (30 ml) was added p-toluenesulphonyl chloride (0.85 g). The reaction mixture was heated at reflux for 20 h. The solid was collected by filtration, and the filtrate was evaporated under reduced pressure. The residue was purified by flash chromatography using a gradient elution: CH2Cl2 (500 ml), CH2Cl2/MeOH 99:1 (500 ml), CH2Cl2/MeOH 98:2 (1 l... Reactants: C(C)(=O)OC1=CC(=CC=C1)C1=NC2=CC=CC=C2C(=N1)Cl (3-(4-Chloroquinazolin-2-yl)phenyl acetate), NC=1C=C2C=NN(C2=CC1)C(=O)OC(C)(C)C (tert-butyl 5-amino-1H-indazole-1-carboxylate). Solvent: C(C)(C)O (isopropanol). Reaction conditions: temperature 95 celsius, time 0.25 hour. Product: C(C)(=O)OC=1C=C(C=CC1)C1=NC2=CC=CC=C2C(=N1)NC=1C=C2C=NN(C2=CC1)C(=O)OC(C)(C)C (tert-butyl 5-(2-(3-acetoxyphenyl)quinazolin-4-ylamino)-1H-indazole-1-carboxylate). RXN SMILES: [C:1]([O:4][C:5]1[CH:10]=[CH:9][CH:8]=[C:7]([C:11]2[N:20]=[C:19](Cl)[C:18]3[C:13](=[CH:14][CH:15]=[CH:16][CH:17]=3)[N:12]=2)[CH:6]=1)(=[O:3])[CH3:2].[NH2:22][C:23]1[CH:24]=[C:25]2[C:29](=[CH:30][CH:31]=1)[N:28]([C:32]([O:34][C:35]([CH3:38])([CH3:37])[CH3:36])=[O:33])[N:27]=[CH:26]2>C(O)(C)C>[C:1]([O:4][C:5]1[CH:6]=[C:7]([C:11]2[N:20]=[C:19]([NH:22][C:23]3[CH:24]=[C:25]4[C:29](=[CH:30][CH:31]=3)[N:28]([C:32]([O:34][C:35]([CH3:38])([CH3:37])[CH3:36])=[O:33])[N:27]=[CH:26]4)[C:18]3[C:13](=[CH:14][CH:15]=[CH:16][CH:17]=3)[N:12]=2)[CH:8]=[CH:9][CH:10]=1)(=[O:3])[CH3:2]. Procedure details: 3-(4-Chloroquinazolin-2-yl)phenyl acetate (9.77 g, 29.97 mmole) was dissolved in isopropanol (290 mL) and tert-butyl 5-amino-1H-indazole-1-carboxylate (6.99 g, 29.97 mmole) was added. The solution was heated to 95° C. and stirred for 0.25 h. A gelatinous formation developed which was manually broken up and dissolution gradually occurred followed by formation of a yellow precipitate. The reaction was stirred for an additional 0.25 h, cooled to ambient temperature and filtered. The filtered solid ... Reactants: [Li]CCCC, O=C(Nc1ccccc1)c1cscc1Cl, O=C=O, C1CCOC1. The product is O=C(O)c1scc(Cl)c1C(=O)Nc1ccccc1. As a reaction SMILES: [CH2:16]([Li:17])[CH2:18][CH2:19][CH3:20].[Cl:1][c:2]1[c:3]([C:7](=[O:8])[NH:9][c:10]2[cH:11][cH:12][cH:13][cH:14][cH:15]2)[cH:4][s:5][cH:6]1.[O:21]=[C:22]=[O:23].[O:24]1[CH2:25][CH2:26][CH2:27][CH2:28]1>>[Cl:1][c:2]1[c:3]([C:7](=[O:8])[NH:9][c:10]2[cH:11][cH:12][cH:13][cH:14][cH:15]2)[c:4]([C:22](=[O:21])[OH:23])[s:5][cH:6]1. Starting materials: NC=1SC=C(N1)C(C(=O)OCC)=NOCC(C)C (Ethyl 2-(2-aminothiazol-4-yl)-2-iso-butoxyiminoacetate), aqueous solution, [OH-].[Na+] (sodium hydroxide), CO (methanol). Solvent: O1CCCC1 (tetrahydrofuran). Yields the product NC=1SC=C(N1)C(C(=O)O)=NOCC(C)C (2-(2-aminothiazol-4-yl)-2-isobutoxyiminoacetic acid). The yield is 91.6%. As a reaction SMILES: [NH2:1][C:2]1[S:3][CH:4]=[C:5]([C:7](=[N:13][O:14][CH2:15][CH:16]([CH3:18])[CH3:17])[C:8]([O:10]CC)=[O:9])[N:6]=1.[OH-].[Na+].CO>O1CCCC1>[NH2:1][C:2]1[S:3][CH:4]=[C:5]([C:7](=[N:13][O:14][CH2:15][CH:16]([CH3:18])[CH3:17])[C:8]([OH:10])=[O:9])[N:6]=1 |f:1.2|. Procedure details: Ethyl 2-(2-aminothiazol-4-yl)-2-iso-butoxyiminoacetate (syn isomer, 19.6 g.), 2N aqueous solution of sodium hydroxide (72.2 ml.), methanol (72.2 ml.) and tetrahydrofuran (72.2 ml.) were treated in a similar manner to that of Example F-(4) to give 2-(2-aminothiazol-4-yl)-2-isobutoxyiminoacetic acid (syn isomer, 16.1 g.), mp 180° C. (dec.).